From a dataset of the Open Reaction Database (ORD), a public repository of structured organic reaction records. describe an organic reaction: reactants, conditions, products, and yield Reactants: C(O)([O-])=O.[Na+] (sodium hydrogencarbonate), C1(=CC=CC=C1)C (toluene), ClC(=O)OCC1=CC=CC=C1 (benzyl chloroformate), Cl.N[C@H](C(CCl)=O)CC1=CC=CC=C1 ((3S)-3-amino-1-chloro-4-phenyl-2-butanone hydrochloride). Run in O (water). Product: C(C1=CC=CC=C1)OC(=O)N[C@H](C(CCl)=O)CC1=CC=CC=C1 ((3S)-3-benzyloxycarbonylamino-1-chloro-4-phenyl-2-butanone). Yield: 83.0%. RXN SMILES: Cl.[NH2:2][C@@H:3]([CH2:8][C:9]1[CH:14]=[CH:13][CH:12]=[CH:11][CH:10]=1)[C:4](=[O:7])[CH2:5][Cl:6].C1(C)C=CC=CC=1.Cl[C:23]([O:25][CH2:26][C:27]1[CH:32]=[CH:31][CH:30]=[CH:29][CH:28]=1)=[O:24].C(=O)([O-])O.[Na+]>O>[CH2:26]([O:25][C:23]([NH:2][C@@H:3]([CH2:8][C:9]1[CH:14]=[CH:13][CH:12]=[CH:11][CH:10]=1)[C:4](=[O:7])[CH2:5][Cl:6])=[O:24])[C:27]1[CH:32]=[CH:31][CH:30]=[CH:29][CH:28]=1 |f:0.1,4.5|. Reported procedure: (3S)-3-amino-1-chloro-4-phenyl-2-butanone hydrochloride (100 mg) was dissolved in water (4.3 ml), and a toluene solution (5.3 ml) of benzyl chloroformate (0.794 ml) was added thereto. An aqueous solution (1.0 ml) of sodium hydrogencarbonate (71.9 mg) was further added dropwise thereto while being stirred. After the mixture was reacted at room temperature for 50 minutes while being stirred, the aqueous layer was separated. The resulting toluene layer was analyzed by HPLC, and it was identified th... Starting materials: CC(CC(C=1N=NC=CC1)NC(=O)C1=NC(=C(C=C1)N1CC(C1)(F)F)OCC1CC1)C ((+)-6-cyclopropylmethoxy-5-(3,3-difluoro-azetidin-1-yl)-pyridine-2-carboxylic acid (3-methyl-1-pyridazin-3-yl-butyl)-amide), CI (methyl iodide), [H-].[Na+] (sodium hydride). The product is CN(C(=O)C1=NC(=C(C=C1)N1CC(C1)(F)F)OCC1CC1)C(CC(C)C)C=1N=NC=CC1 ((+)-6-Cyclopropylmethoxy-5-(3,3-difluoro-azetidin-1-yl)-pyridine-2-carboxylic acid methyl-(3-methyl-1-pyridazin-3-yl-butyl)-amide). As a reaction SMILES: [CH3:1][CH:2]([CH3:31])[CH2:3][CH:4]([NH:11][C:12]([C:14]1[CH:19]=[CH:18][C:17]([N:20]2[CH2:23][C:22]([F:25])([F:24])[CH2:21]2)=[C:16]([O:26][CH2:27][CH:28]2[CH2:30][CH2:29]2)[N:15]=1)=[O:13])[C:5]1[N:6]=[N:7][CH:8]=[CH:9][CH:10]=1.[CH3:32]I.[H-].[Na+]>>[CH3:32][N:11]([CH:4]([C:5]1[N:6]=[N:7][CH:8]=[CH:9][CH:10]=1)[CH2:3][CH:2]([CH3:31])[CH3:1])[C:12]([C:14]1[CH:19]=[CH:18][C:17]([N:20]2[CH2:21][C:22]([F:25])([F:24])[CH2:23]2)=[C:16]([O:26][CH2:27][CH:28]2[CH2:30][CH2:29]2)[N:15]=1)=[O:13] |f:2.3|. Procedure: In analogy to the procure described in Example 16 b), (+)-6-cyclopropylmethoxy-5-(3,3-difluoro-azetidin-1-yl)-pyridine-2-carboxylic acid (3-methyl-1-pyridazin-3-yl-butyl)-amide was reacted with methyl iodide (CAN 74-88-4) in the presence of sodium hydride to give the title compound as colorless oil; MS (EI): m/e=446.2 [MH]+. Reactants: C(C)(C)(C)OC(CCC[C@H](C)O[N+](=O)[O-])=O ((S)-tert-butyl-5-(nitrooxy)hexanoate). Solvent: C(Cl)Cl (CH2Cl2). The product is [N+](=O)([O-])O[C@H](CCCC(=O)O)C ((S)-5-(nitrooxy)hexanoic acid). As a reaction SMILES: C([O:5][C:6](=[O:16])[CH2:7][CH2:8][CH2:9][C@@H:10]([O:12][N+:13]([O-:15])=[O:14])[CH3:11])(C)(C)C>C(Cl)Cl>[N+:13]([O:12][C@@H:10]([CH3:11])[CH2:9][CH2:8][CH2:7][C:6]([OH:16])=[O:5])([O-:15])=[O:14]. Procedure: (S)-tert-butyl-5-(nitrooxy)hexanoate (590 mg, 2.53 mmol), was dissolved in CH2Cl2 (20 mL). HClgas was bubbled into the solution until the disappearance of the starting material. The solution was reduced to a small volume and diluted in CH2Cl2 few times to remove residual acidity, then used without further purification. Starting materials: N(=NC(=O)OC(C)C)C(=O)OC(C)C (diisopropyl azodicarboxylate), BrC=1C=C2CCCC(C2=CC1)O (6-bromo-1,2,3,4-tetrahydronaphthalen-1-ol), C1(=CC=CC=C1)O (phenol), C1(=CC=CC=C1)P(C1=CC=CC=C1)C1=CC=CC=C1 (triphenylphosphine). The solvent is O1CCCC1 (tetrahydrofuran). Run at time 0.5 hour. The product is BrC=1C=C2CCCC(C2=CC1)OC1=CC=CC=C1 (6-bromo-1-phenoxy-1,2,3,4-tetrahydro naphthalene). Yield: 80.3%. Reaction SMILES: [Br:1][C:2]1[CH:3]=[C:4]2[C:9](=[CH:10][CH:11]=1)[CH:8]([OH:12])[CH2:7][CH2:6][CH2:5]2.[C:13]1(O)[CH:18]=[CH:17][CH:16]=[CH:15][CH:14]=1.C1(P(C2C=CC=CC=2)C2C=CC=CC=2)C=CC=CC=1.N(C(OC(C)C)=O)=NC(OC(C)C)=O>O1CCCC1>[Br:1][C:2]1[CH:3]=[C:4]2[C:9](=[CH:10][CH:11]=1)[CH:8]([O:12][C:13]1[CH:18]=[CH:17][CH:16]=[CH:15][CH:14]=1)[CH2:7][CH2:6][CH2:5]2. Reported procedure: To a solution of 6-bromo-1,2,3,4-tetrahydronaphthalen-1-ol (0.68 g, 3.0 mmol) and phenol (0.38 g, 4.0 mmol) in anhydrous tetrahydrofuran (10 mL) was added triphenylphosphine (1.04 g, 4 mmol). The reaction mixture was stirred at room temperature for 0.5 hour under nitrogen atmosphere. Then diisopropyl azodicarboxylate (0.8 g, 4 mmol) was added dropwise at 0° C., and then the reaction mixture was stirred at room temperature for 12 hours. After the reaction, it was quenched with water (100 mL), and... Starting materials: C(C)(C)(C)C1=CC=CC=C1 (tert-Butylbenzene), C1(CCC(=O)O1)=O (succinic anhydride), [Al+3].[Cl-].[Cl-].[Cl-] (AlCl3). The product is C(C)(C)(C)C1=CC=C(C(=O)CCC(=O)O)C=C1 (3-(4-tert-Butylbenzoyl)-propionic acid). The yield is 68.0%. RXN SMILES: [C:1]([C:5]1[CH:10]=[CH:9][CH:8]=[CH:7][CH:6]=1)([CH3:4])([CH3:3])[CH3:2].[C:11]1(=[O:17])[O:16][C:14](=[O:15])[CH2:13][CH2:12]1.[Al+3].[Cl-].[Cl-].[Cl-]>>[C:1]([C:5]1[CH:10]=[CH:9][C:8]([C:11]([CH2:12][CH2:13][C:14]([OH:16])=[O:15])=[O:17])=[CH:7][CH:6]=1)([CH3:4])([CH3:3])[CH3:2] |f:2.3.4.5|. Procedure details: tert-Butylbenzene 10e (99%, 4.3 eq) was reacted with succinic anhydride (99%, 1 eq) and AlCl3 (95%, 2 eq) for 120 h according to the general procedure. Extractive purification of the crude product afforded white crystals of 11e in 68% yield. 1H-NMR: 7.93 (d, 2H Ar--H); 7.48 (d, 2H, Ar--H); 3.30 (t, 2H, CH2CH2COOH); 2.81 (t, 2H, CH2CH2COOH); 1.34 (s, 9H, CH3). Reactants: C1(=CC=CC=C1)C(CC(=O)NCC(=O)NCCC(=O)OCC)(C1=CC=CC=C1)C1=CC=CC=C1 (ethyl 3-(2-{(3,3,3-triphenylpropanoyl)amino}-acetylamino)propionate), O1CCCC1 (tetrahydrofuran), [OH-].[Na+] (sodium hydroxide). Run in CO (methanol). Yields the product C1(=CC=CC=C1)C(CC(=O)NCC(=O)NCCC(=O)O)(C1=CC=CC=C1)C1=CC=CC=C1 (3-(2-{(3,3,3-triphenylpropanoyl)amino}acetylamino)propionic acid). As a reaction SMILES: [C:1]1([C:7]([C:29]2[CH:34]=[CH:33][CH:32]=[CH:31][CH:30]=2)([C:23]2[CH:28]=[CH:27][CH:26]=[CH:25][CH:24]=2)[CH2:8][C:9]([NH:11][CH2:12][C:13]([NH:15][CH2:16][CH2:17][C:18]([O:20]CC)=[O:19])=[O:14])=[O:10])[CH:6]=[CH:5][CH:4]=[CH:3][CH:2]=1.O1CCCC1.[OH-].[Na+]>CO>[C:29]1([C:7]([C:1]2[CH:6]=[CH:5][CH:4]=[CH:3][CH:2]=2)([C:23]2[CH:24]=[CH:25][CH:26]=[CH:27][CH:28]=2)[CH2:8][C:9]([NH:11][CH2:12][C:13]([NH:15][CH2:16][CH2:17][C:18]([OH:20])=[O:19])=[O:14])=[O:10])[CH:30]=[CH:31][CH:32]=[CH:33][CH:34]=1 |f:2.3|. Procedure details: 1.7 Grams of ethyl 3-(2-{(3,3,3-triphenylpropanoyl)amino}-acetylamino)propionate was dissolved in a mixed liquid consisting of 70 ml of tetrahydrofuran and 20 ml of methanol. To the solution 5.0 ml of 4N aqueous sodium hydroxide solution was added at room temperature, followed by an hour's stirring at the same temperature. The reaction liquid was distilled off under reduced pressure, and the residue was rendered acidic by addition of 1N hydrochloric acid, extracted with ethyl acetate, washed wit... Starting materials: S1C(=CC=C2C1=CC=C2)C2N(CCC1=CC=C(C=C21)C)C (4-Benzothiophen-2-yl-2,7-dimethyl-1,2,3,4-tetrahydroisoquinoline), C(\C=C/C(=O)O)(=O)O (maleic acid). The solvent is C(C)O (ethanol). Product: C(\C=C/C(=O)O)(=O)O.S1C(=CC=C2C1=CC=C2)C2N(CCC1=CC=C(C=C21)C)C (4-benzothiophen-2-yl-2,7-dimethyl-1,2,3,4-tetrahydroisoquinoline, maleate salt). Reaction SMILES: [S:1]1[C:6]2=[CH:7][CH:8]=[CH:9][C:5]2=[CH:4][CH:3]=[C:2]1[CH:10]1[C:19]2[C:14](=[CH:15][CH:16]=[C:17]([CH3:20])[CH:18]=2)[CH2:13][CH2:12][N:11]1[CH3:21].[C:22]([OH:29])(=[O:28])/[CH:23]=[CH:24]\[C:25]([OH:27])=[O:26]>C(O)C>[C:22]([OH:29])(=[O:28])/[CH:23]=[CH:24]\[C:25]([OH:27])=[O:26].[S:1]1[C:6]2=[CH:7][CH:8]=[CH:9][C:5]2=[CH:4][CH:3]=[C:2]1[CH:10]1[C:19]2[C:14](=[CH:15][CH:16]=[C:17]([CH3:20])[CH:18]=2)[CH2:13][CH2:12][N:11]1[CH3:21] |f:3.4|. Procedure: 4-Benzothiophen-2-yl-2,7-dimethyl-1,2,3,4-tetrahydroisoquinoline (0.57 g) was crystallized with maleic acid (1 equiv) in ethanol to give 4-benzothiophen-2-yl-2,7-dimethyl-1,2,3,4-tetrahydroisoquinoline, maleate salt (0.20 g, 26%, 99.5% AUC HPLC): 1H NMR (300 MHz, MeOD) δ 7.76-7.84 (m, 2H), 7.31-7.40 (m, 3H), 7.12-7.18 (m, 3H), 6.25 (s, 2.7H, maleic acid), 5.00 (dd, J=9.6, 6.0 Hz, 1H), 4.58 (d, J=15.3 Hz, 1H), 4.52 (d, J=15.9 Hz, 1H), 3.98 (dd, J=12.3, 5.7 Hz, 1H), 3.74 (dd, J=12.0, 10.2 Hz, 1H),... Reactants: C1CCOC1, COC(=O)c1ccc2c(c1)ncn2CCC#N, CO, [Li+], [OH-], O. Product: N#CCCn1cnc2cc(C(=O)O)ccc21. As a reaction SMILES: [CH2:22]1[O:23][CH2:24][CH2:25][CH2:26]1.[CH3:1][O:2][C:3](=[O:4])[c:5]1[cH:6][c:7]2[c:8]([n:9]([CH2:12][CH2:13][C:14]#[N:15])[cH:10][n:11]2)[cH:16][cH:17]1.[CH3:20][OH:21].[Li+:19].[OH-:18].[OH2:27]>>[O:2]=[C:3]([OH:4])[c:5]1[cH:6][c:7]2[c:8]([n:9]([CH2:12][CH2:13][C:14]#[N:15])[cH:10][n:11]2)[cH:16][cH:17]1. Reactants: CC1(C[C@H](C2=C(C=CC=C12)N)C)C ((3R)-1,1,3-trimethyl-4-aminoindane), C1=CCCCC1 (cyclohexene). Reagents/catalysts: [C].[Pd] (palladium-carbon). Run at temperature 150 celsius, time 5 hour. Yields the product CC1(CC(C2=C(C=CC=C12)N)C)C (1,1,3-trimethyl-4-aminoindane). As a reaction SMILES: [CH3:1][C:2]1([CH3:13])[C:10]2[C:5](=[C:6]([NH2:11])[CH:7]=[CH:8][CH:9]=2)[C@H:4]([CH3:12])[CH2:3]1.C1CCCCC=1>[C].[Pd]>[CH3:1][C:2]1([CH3:13])[C:10]2[C:5](=[C:6]([NH2:11])[CH:7]=[CH:8][CH:9]=2)[CH:4]([CH3:12])[CH2:3]1 |f:2.3|. Reported procedure: Into a reaction vessel were charged 6.00 parts by weight of (3R)-1,1,3-trimethyl-4-aminoindane (optical purity of 96.5% ee) and 1.60 parts by weight of 5% palladium-carbon (STD-type, manufactured by N. E. Chemcat Corporation), thereby obtaining a mixture. The reaction vessel was sealed, the gas in the reaction vessel was replaced with nitrogen, and then the mixture was stirred at 150° C. to obtain a reaction mixture. While stirring the obtained reaction mixture, 1.40 parts by weight of cyclohexe...